From a dataset of the Open Reaction Database (ORD), a public repository of structured organic reaction records. describe an organic reaction: reactants, conditions, products, and yield The reactants are C(CC)(=O)NC=1SC=C(N1)CCl (2-propionylamino-4-chloromethylthiazol), N1CCC(CC1)C1=CNC2=CC=CC=C12 (3-(4-piperidyl)indole), C(O)([O-])=O.[Na+] (sodium hydrogen carbonate). The solvent is CN(C=O)C (N,N-dimethylformamide). Run at time 6 hour. The product is N1C=C(C2=CC=CC=C12)C1CCN(CC1)CC=1N=C(SC1)NC(CC)=O (4-[4-(3-indolyl)piperidinomethyl]-2-propionylaminothiazole). Isolated yield 70.7%. Reaction SMILES: [C:1]([NH:5][C:6]1[S:7][CH:8]=[C:9]([CH2:11]Cl)[N:10]=1)(=[O:4])[CH2:2][CH3:3].[NH:13]1[CH2:18][CH2:17][CH:16]([C:19]2[C:27]3[C:22](=[CH:23][CH:24]=[CH:25][CH:26]=3)[NH:21][CH:20]=2)[CH2:15][CH2:14]1.C(=O)([O-])O.[Na+]>CN(C)C=O>[NH:21]1[C:22]2[C:27](=[CH:26][CH:25]=[CH:24][CH:23]=2)[C:19]([CH:16]2[CH2:17][CH2:18][N:13]([CH2:11][C:9]3[N:10]=[C:6]([NH:5][C:1](=[O:4])[CH2:2][CH3:3])[S:7][CH:8]=3)[CH2:14][CH2:15]2)=[CH:20]1 |f:2.3|. Reported procedure: A mixture of 2-propionylamino-4-chloromethylthiazol (5.11 g), 3-(4-piperidyl)indole (5 g), sodium hydrogen carbonate (2.31 g) and N,N-dimethylformamide (25 ml) was heated at 102° to 103° C. with bubbling nitrogen gas and stirring for 6 hours. The reaction mixture was filtered and the filtrate was concentrated. The residue was subjected to column chromatography on silica gel and the column was eluted with a mixture of chloroform and methanol (10:1 V/V). The fractions containing the desired compou... The reactants are O=C(Nc1ncc(Br)s1)c1ccc(Cl)c([N+](=O)[O-])c1, O=C([O-])[O-], CN(C)C=O, [Cs+], [Cs+], Oc1ccc(S)cc1. Product: O=C(Nc1ncc(Br)s1)c1ccc(Sc2ccc(O)cc2)c([N+](=O)[O-])c1. As a reaction SMILES: [Br:1][c:2]1[cH:3][n:4][c:5]([NH:7][C:8]([c:9]2[cH:10][c:11]([N+:16](=[O:17])[O-:18])[c:12]([Cl:15])[cH:13][cH:14]2)=[O:19])[s:6]1.[C:28](=[O:29])([O-:30])[O-:31].[CH3:34][N:35]([CH3:36])[CH:37]=[O:38].[Cs+:32].[Cs+:33].[SH:20][c:21]1[cH:22][cH:23][c:24]([OH:27])[cH:25][cH:26]1>>[Br:1][c:2]1[cH:3][n:4][c:5]([NH:7][C:8]([c:9]2[cH:10][c:11]([N+:16](=[O:17])[O-:18])[c:12]([S:20][c:21]3[cH:22][cH:23][c:24]([OH:27])[cH:25][cH:26]3)[cH:13][cH:14]2)=[O:19])[s:6]1. Starting materials: OS(=O)(=O)O (H2SO4), ClCCC(=O)C=1C=CC=2N(C3=CC=C(C=C3C2C1)C(CCCl)=O)CCCN(S(=O)(=O)C1=C(C=CC=C1)[N+](=O)[O-])CC (N-{3-[3,6-Bis(3-chloropropanoyl)-9H-carbazol-9-yl]propyl}-N-ethyl-2-nitrobenzenesulfonamide). The solvent is C(Cl)Cl.C(C)(=O)OCC (CH2Cl2 ethyl acetate). Run at temperature 100 celsius, time 2 hour. Product: O=C1CCC2=C1C=CC=1N(C=3C=CC4=C(C3C21)CCC4=O)CCCN(S(=O)(=O)C4=C(C=CC=C4)[N+](=O)[O-])CC (N-[3-(3,9-Dioxo-1,2,3,9,10,11-hexahydro-6H-dicyclopenta[c,g]carbazol-6-yl)propyl]-N-ethyl-2-nitrobenzenesulfonamide). The yield is 23.2%. As a reaction SMILES: OS(O)(=O)=O.Cl[CH2:7][CH2:8][C:9]([C:11]1[CH:12]=[CH:13][C:14]2[N:15]([CH2:29][CH2:30][CH2:31][N:32]([CH2:45][CH3:46])[S:33]([C:36]3[CH:41]=[CH:40][CH:39]=[CH:38][C:37]=3[N+:42]([O-:44])=[O:43])(=[O:35])=[O:34])[C:16]3[C:21]([C:22]=2[CH:23]=1)=[CH:20][C:19]([C:24](=[O:28])[CH2:25][CH2:26]Cl)=[CH:18][CH:17]=3)=[O:10]>C(Cl)Cl.C(OCC)(=O)C>[O:28]=[C:24]1[C:19]2[CH:18]=[CH:17][C:16]3[N:15]([CH2:29][CH2:30][CH2:31][N:32]([CH2:45][CH3:46])[S:33]([C:36]4[CH:41]=[CH:40][CH:39]=[CH:38][C:37]=4[N+:42]([O-:44])=[O:43])(=[O:34])=[O:35])[C:14]4[CH:13]=[CH:12][C:11]5[C:9](=[O:10])[CH2:8][CH2:7][C:23]=5[C:22]=4[C:21]=3[C:20]=2[CH2:26][CH2:25]1 |f:2.3|. Procedure: H2SO4 (110 mL) was heated to 40° C. Compound 61 (7.6 g, 12.3 mmol) was added in portions. The reaction mixture was heated to 100° C., kept at this temperature for 2 h (TLC monitoring, CH2Cl2/ethyl acetate 4:1), and poured into ice. The formed gray precipitate was filtered off. Then CHCl3/MeOH 4:1 (500 mL) was poured into the filter. The solid on the filter dissolved, and the formed solution was transferred into a separation funnel An aqueous solution of Na2CO3 was added. The organic layer was se... Starting materials: C(C)(C)N (Isopropylamine), C(#N)NC=NC1=C(N=C2N1C=CC1=C(C=CC=C21)Cl)C (N-cyano-N'-(7-chloro-2-methylimidazo[2,1-a]isoquinolin-3-yl)formamidine). The solvent is O (water). Run at time 30 minute. Yields the product Cl.Cl.C(C)(C)NC=NC1=C(N=C2N1C=CC1=C(C=CC=C21)Cl)C (N-isopropyl-N'-(7-chloro-2-methylimidazo[2,1-a]isoquinolin-3-yl)formamidine dihydrochloride). Reaction SMILES: [CH:1]([NH2:4])([CH3:3])[CH3:2].C(N[CH:8]=[N:9][C:10]1[N:14]2[CH:15]=[CH:16][C:17]3[C:22]([C:13]2=[N:12][C:11]=1[CH3:24])=[CH:21][CH:20]=[CH:19][C:18]=3[Cl:23])#N>O>[ClH:23].[ClH:23].[CH:1]([NH:4][CH:8]=[N:9][C:10]1[N:14]2[CH:15]=[CH:16][C:17]3[C:22]([C:13]2=[N:12][C:11]=1[CH3:24])=[CH:21][CH:20]=[CH:19][C:18]=3[Cl:23])([CH3:3])[CH3:2] |f:3.4.5|. Procedure details: Isopropylamine (2 ml) was added to a suspension of N-cyano-N'-(7-chloro-2-methylimidazo[2,1-a]isoquinolin-3-yl)formamidine (0.95 g) in water (1.5 ml) and the mixture was stirred at room temperature for 30 minutes. The resulting precipitate was collected by filtration, washed with water and dissolved in ethanol. To the solution was added a saturated solution of hydrogen chloride in ethanol and the mixture was evaporated in vacuo. The residual solid was washed successively with a mixture of diethy... The reactants are O=C([O-])[O-], COc1ccnc(CCc2nc3cc(Br)cnc3[nH]2)c1, [Cl-], [K+], [K+], [Li+], Nc1ccc(B(O)O)cc1, C1COCCO1, O, c1ccc(P(c2ccccc2)(c2ccccc2)[Pd](P(c2ccccc2)(c2ccccc2)c2ccccc2)(P(c2ccccc2)(c2ccccc2)c2ccccc2)P(c2ccccc2)(c2ccccc2)c2ccccc2)cc1. Product: COc1ccnc(CCc2nc3cc(-c4ccc(N)cc4)cnc3[nH]2)c1. Reaction SMILES: [C:31](=[O:32])([O-:33])[O-:34].[CH3:1][O:2][c:3]1[cH:4][c:5]([CH2:9][CH2:10][c:11]2[n:12][c:13]3[c:14]([n:15][cH:16][c:17]([Br:19])[cH:18]3)[nH:20]2)[n:6][cH:7][cH:8]1.[Cl-:38].[K+:35].[K+:36].[Li+:37].[NH2:21][c:22]1[cH:23][cH:24][c:25]([B:28]([OH:29])[OH:30])[cH:26][cH:27]1.[O:39]1[CH2:40][CH2:41][O:42][CH2:43][CH2:44]1.[OH2:45].[cH:46]1[cH:47][cH:48][c:49]([P:50]([Pd:51]([P:52]([c:53]2[cH:54][cH:55][cH:56][cH:57][cH:58]2)([c:59]2[cH:60][cH:61][cH:62][cH:63][cH:64]2)[c:65]2[cH:66][cH:67][cH:68][cH:69][cH:70]2)([P:71]([c:72]2[cH:73][cH:74][cH:75][cH:76][cH:77]2)([c:78]2[cH:79][cH:80][cH:81][cH:82][cH:83]2)[c:84]2[cH:85][cH:86][cH:87][cH:88][cH:89]2)[P:90]([c:91]2[cH:92][cH:93][cH:94][cH:95][cH:96]2)([c:97]2[cH:98][cH:99][cH:100][cH:101][cH:102]2)[c:103]2[cH:104][cH:105][cH:106][cH:107][cH:108]2)([c:109]2[cH:110][cH:111][cH:112][cH:113][cH:114]2)[c:115]2[cH:116][cH:117][cH:118][cH:119][cH:120]2)[cH:121][cH:122]1>>[CH3:1][O:2][c:3]1[cH:4][c:5]([CH2:9][CH2:10][c:11]2[n:12][c:13]3[c:14]([n:15][cH:16][c:17](-[c:25]4[cH:24][cH:23][c:22]([NH2:21])[cH:27][cH:26]4)[cH:18]3)[nH:20]2)[n:6][cH:7][cH:8]1. Starting materials: CC1=CC=C(C=C1)S (4-thiocresol), ClCCCC(=O)C1=CC=C(C=C1)F (4-chloro-4'-fluorobutyrophenone), Example 2. Yields the product FC1=CC=C(C=C1)C(CCCSC1=CC=C(C=C1)C)=O (1-(4-Fluorophenyl)-4-(4-methylphenylthio)-1-butanone). The yield is 100.0%. Reaction SMILES: [CH3:1][C:2]1[CH:7]=[CH:6][C:5]([SH:8])=[CH:4][CH:3]=1.Cl[CH2:10][CH2:11][CH2:12][C:13]([C:15]1[CH:20]=[CH:19][C:18]([F:21])=[CH:17][CH:16]=1)=[O:14]>>[F:21][C:18]1[CH:17]=[CH:16][C:15]([C:13](=[O:14])[CH2:12][CH2:11][CH2:10][S:8][C:5]2[CH:6]=[CH:7][C:2]([CH3:1])=[CH:3][CH:4]=2)=[CH:20][CH:19]=1. Procedure: The title compound (58.0 g, 100%) was prepared from 4-thiocresol and 4-chloro-4'-fluorobutyrophenone as described in Example 2 as an oil; IR(neat): C=O @ 1700 cm-1 ; NMR(DMSO-d6, TMS): δ 1.8-1.95(m,2H, CH2), 2.26(s,3H,ArCH3), 2.98(t,2H,CH2 --CO), 3.16(t,2H,S--CH2), 7.1-8.1(m,8H, aromatic); mass spectrum m/e 288. Yields the product CC1=C(C=CC=C1)N1C=CC=2C(=NC=3C(=CC=CC3C21)OCC(C(F)(F)F)(F)F)NCCO (1-(2-methylphenyl)-4-[(2-hydroxyethyl)amino]-6-β,β,γ,γ,γ-pentafluoropropyloxypyrrolo[3,2-c]quinoline). Isolated yield 169.6%. The reactants are CC1=C(C=CC=C1)N1C=CC=2C(NC=3C(=CC=CC3C21)OCC(C(F)(F)F)(F)F)=O (1-(2-Methylphenyl)-4-oxo-6-β,β,γ,γ,γ-pentafluoropropyloxy-4,5-dihydropyrrolo[3,2-c]quinoline). Conditions: time 2 hour. RXN SMILES: [CH3:1][C:2]1[CH:7]=[CH:6][CH:5]=[CH:4][C:3]=1[N:8]1[C:20]2[C:19]3[CH:18]=[CH:17][CH:16]=[C:15]([O:21][CH2:22][C:23]([F:29])([F:28])[C:24]([F:27])([F:26])[F:25])[C:14]=3[NH:13][C:12](=O)[C:11]=2[CH:10]=[CH:9]1>P(Cl)(Cl)(Cl)=O>[CH3:1][C:2]1[CH:7]=[CH:6][CH:5]=[CH:4][C:3]=1[N:8]1[C:20]2[C:19]3[CH:18]=[CH:17][CH:16]=[C:15]([O:21][CH2:22][C:23]([F:29])([F:28])[C:24]([F:27])([F:25])[F:26])[C:14]=3[N:13]=[C:12]([NH:13][CH2:14][CH2:15][OH:21])[C:11]=2[CH:10]=[CH:9]1. Run in P(=O)(Cl)(Cl)Cl (phosphoryl chloride). Procedure: 1-(2-Methylphenyl)-4-oxo-6-β,β,γ,γ,γ-pentafluoropropyloxy-4,5-dihydropyrrolo[3,2-c]quinoline(1.5 g, 3.8 mmol) was dissolved in phosphoryl chloride(15 ml), then the resultant was stirred for 2 hours. After removing the excess phosphoryl chloride by simple distillation, the residue was poured into iced water, neutralized with aqueous solution of sodium hydroxide (1N), and stirred at room temperature for 30 minutes. It was extracted with dichloromethane(20 ml) for 3 times, and the organic layer was... The reactants are Br, CCOCC, CC(=O)O, O=C(COCc1cc(Cl)cc(Cl)c1)C(CCN1CCC2(CC1)CN(C(=O)OCc1ccccc1)c1ccccc12)c1ccc(Cl)c(Cl)c1. Product: O=C(COCc1cc(Cl)cc(Cl)c1)C(CCN1CCC2(CC1)CNc1ccccc12)c1ccc(Cl)c(Cl)c1. RXN SMILES: [BrH:1].[CH3:50][CH2:51][O:52][CH2:53][CH3:54].[CH3:55][C:56](=[O:57])[OH:58].[Cl:2][c:3]1[cH:4][c:5]([CH:10]([CH2:11][CH2:12][N:13]2[CH2:14][CH2:15][C:16]3([CH2:17][N:18]([C:25]([O:26][CH2:27][c:28]4[cH:29][cH:30][cH:31][cH:32][cH:33]4)=[O:34])[c:19]4[cH:20][cH:21][cH:22][cH:23][c:24]43)[CH2:35][CH2:36]2)[C:37]([CH2:38][O:39][CH2:40][c:41]2[cH:42][c:43]([Cl:48])[cH:44][c:45]([Cl:47])[cH:46]2)=[O:49])[cH:6][cH:7][c:8]1[Cl:9]>>[Cl:2][c:3]1[cH:4][c:5]([CH:10]([CH2:11][CH2:12][N:13]2[CH2:14][CH2:15][C:16]3([CH2:17][NH:18][c:19]4[cH:20][cH:21][cH:22][cH:23][c:24]43)[CH2:35][CH2:36]2)[C:37]([CH2:38][O:39][CH2:40][c:41]2[cH:42][c:43]([Cl:48])[cH:44][c:45]([Cl:47])[cH:46]2)=[O:49])[cH:6][cH:7][c:8]1[Cl:9]. Starting materials: OC=1C=C(C(=O)OC)C=C(C1)O[C@H](COC)C (methyl 3-hydroxy-5-[(1S)-2-methoxy-1-methylethoxy]benzoate), N1(CCC1)C(=O)C1=NC=C(N=C1)Cl (2-(azetidin-1-ylcarbonyl)-5-chloropyrazine), C([O-])([O-])=O.[Cs+].[Cs+] (cesium carbonate), CS(=O)C (dimethylsulfoxide). The solvent is O (water), C(C)(=O)OCC (Ethyl acetate). Reaction conditions: temperature 45 celsius, time 15 minute. Yields the product N1(CCC1)C(=O)C=1N=CC(=NC1)OC=1C=C(C(=O)OC)C=C(C1)O[C@H](COC)C (methyl 3-{[5-(azetidin-1-ylcarbonyl)pyrazin-2-yl]oxy}-5-[(1S)-2-methoxy-1-methylethoxy]benzoate). Isolated yield 93.0%. As a reaction SMILES: [OH:1][C:2]1[CH:3]=[C:4]([CH:9]=[C:10]([O:12][C@@H:13]([CH3:17])[CH2:14][O:15][CH3:16])[CH:11]=1)[C:5]([O:7][CH3:8])=[O:6].[N:18]1([C:22]([C:24]2[CH:29]=[N:28][C:27](Cl)=[CH:26][N:25]=2)=[O:23])[CH2:21][CH2:20][CH2:19]1.C(=O)([O-])[O-].[Cs+].[Cs+].CS(C)=O>O.C(OCC)(=O)C>[N:18]1([C:22]([C:24]2[N:25]=[CH:26][C:27]([O:1][C:2]3[CH:3]=[C:4]([CH:9]=[C:10]([O:12][C@@H:13]([CH3:17])[CH2:14][O:15][CH3:16])[CH:11]=3)[C:5]([O:7][CH3:8])=[O:6])=[N:28][CH:29]=2)=[O:23])[CH2:21][CH2:20][CH2:19]1 |f:2.3.4|. Procedure: To a flask fitted with overhead stirrer, condenser, thermometer and nitrogen line was added methyl 3-hydroxy-5-[(1S)-2-methoxy-1-methylethoxy]benzoate (1.0 eq), 2-(azetidin-1-ylcarbonyl)-5-chloropyrazine (1.05 eq), cesium carbonate (1.5 eq) and dimethylsulfoxide (10 vols) under a nitrogen atmosphere. The contents of the flask were heated to 45° C. for 1.5 hours, then cooled to 22° C. Ethyl acetate (6 vols) and water (6 vols) were added to the flask, the mixture was agitated for 15 minutes, then ... Starting materials: C=CC1=CC=CC=C1 (styrene), C1(=CC=CC=C1)CC(=O)O (phenylacetic acid), C(C)(=O)OCC1=CC=CC=C1 (benzyl acetate), benzyl aldehyde, C(C1=CC=CC=C1)O (benzyl alcohol). Product: CC(C=1C=CC=CC1)O (phenyl ethanol). RXN SMILES: [CH2:1]=[CH:2][C:3]1[CH:8]=[CH:7][CH:6]=[CH:5][CH:4]=1.C1(CC(O)=[O:17])C=CC=CC=1.C(OCC1C=CC=CC=1)(=O)C.C(O)C1C=CC=CC=1>>[CH3:1][CH:2]([OH:17])[C:3]1[CH:8]=[CH:7][CH:6]=[CH:5][CH:4]=1. Procedure details: As the third major step toward the formation of styrene, phenylacetic acid synthesized from benzyl acetate, benzyl aldehyde and/or benzyl alcohol is then hydrogenated in the liquid phase to form phenyl ethanol as follows: